From a dataset of the Open Reaction Database (ORD), a public repository of structured organic reaction records. describe an organic reaction: reactants, conditions, products, and yield Starting materials: BrC1=CC=C(C=C1)C(CC(=O)C=1C=NC(=CC1)OC)C1=C(C=C(C=C1)Cl)C (3-(4-bromophenyl)-3-(4-chloro-2-methylphenyl)-1-(6-methoxypyridin-3-yl)propan-1-one), Cl (HCl). Run in O1CCOCC1 (1,4-dioxane). Product: BrC1=CC=C(C=C1)C(CC(=O)C=1C=CC(NC1)=O)C1=C(C=C(C=C1)Cl)C (5-(3-(4-Bromophenyl)-3-(4-chloro-2-methylphenyl)propanoyl)pyridin-2(1H)-one). As a reaction SMILES: [Br:1][C:2]1[CH:7]=[CH:6][C:5]([CH:8]([C:20]2[CH:25]=[CH:24][C:23]([Cl:26])=[CH:22][C:21]=2[CH3:27])[CH2:9][C:10]([C:12]2[CH:13]=[N:14][C:15]([O:18]C)=[CH:16][CH:17]=2)=[O:11])=[CH:4][CH:3]=1.Cl>O1CCOCC1>[Br:1][C:2]1[CH:7]=[CH:6][C:5]([CH:8]([C:20]2[CH:25]=[CH:24][C:23]([Cl:26])=[CH:22][C:21]=2[CH3:27])[CH2:9][C:10]([C:12]2[CH:17]=[CH:16][C:15](=[O:18])[NH:14][CH:13]=2)=[O:11])=[CH:4][CH:3]=1. Procedure details: In analogy to example 162, step 2, 3-(4-bromophenyl)-3-(4-chloro-2-methylphenyl)-1-(6-methoxypyridin-3-yl)propan-1-one was reacted with concentrated aqueous HCl in 1,4-dioxane to give the title compound as a colorless solid, MS (ESI+)=432,019 [M+H]+. The reactants are CCC(=O)CBr, O=C([O-])[O-], CC(C)=O, [Cs+], [Cs+], N#Cc1ccc(O)cc1. The product is CCC(=O)COc1ccc(C#N)cc1. As a reaction SMILES: [Br:1][CH2:2][C:3]([CH2:4][CH3:5])=[O:6].[C:16](=[O:17])([O-:18])[O-:19].[CH3:22][C:23](=[O:24])[CH3:25].[Cs+:20].[Cs+:21].[OH:7][c:8]1[cH:9][cH:10][c:11]([C:14]#[N:15])[cH:12][cH:13]1>>[CH2:2]([C:3]([CH2:4][CH3:5])=[O:6])[O:7][c:8]1[cH:9][cH:10][c:11]([C:14]#[N:15])[cH:12][cH:13]1. Reactants: C(=O)N1CCCCC1 (N-formyl piperidine), C(=O)(Cl)Cl (phosgene). The solvent is C(C)OCC (diethyl ether). The product is [Cl-].ClC=[N+]1CCCCC1 (N-(chloromethylene)-piperidinium chloride). The yield is 94.4%. Reaction SMILES: C([N:3]1[CH2:8][CH2:7][CH2:6][CH2:5][CH2:4]1)=O.[C:9]([Cl:12])([Cl:11])=O>C(OCC)C>[Cl-:11].[Cl:12][CH:9]=[N+:3]1[CH2:8][CH2:7][CH2:6][CH2:5][CH2:4]1 |f:3.4|. Procedure details: Under dry nitrogen a solution of N-formyl piperidine (170 gm, 1.50 mol) in anhydrous diethyl ether (1.5 L), stirring rapidly at 5° C., is treated with gaseous phosgene (142 gm, 1.44 mol) over the course of 1.5 hours. Ice bath cooling is applied to maintain a temperature of less than 12° C. The resulting while solid is filtered off under dry nitrogen, in vacuum, to give 94.4% (228 gm, 1.36 mol) of N-(chloromethylene)-piperidinium chloride. The reactants are [OH-].[Na+] (sodium hydroxide), Cl.Cl.CN(CC(CSC(N)=N)C)C (S-[3-(dimethylamino)-2-methylpropyl]isothiourea dihydrochloride). Run in O (water), O (water). Run at temperature 95 celsius. The product is Cl.CN(CC(CS)C)C (3-(dimethylamino)-2-methylpropanethiol hydrochloride). Isolated yield 73.1%. As a reaction SMILES: [OH-].[Na+].[ClH:3].Cl.[CH3:5][N:6]([CH3:15])[CH2:7][CH:8]([CH3:14])[CH2:9][S:10]C(=N)N>O>[ClH:3].[CH3:5][N:6]([CH3:15])[CH2:7][CH:8]([CH3:14])[CH2:9][SH:10] |f:0.1,2.3.4,6.7|. Reported procedure: A solution of sodium hydroxide (19.3 g) in water (20 ml) was added dropwise at 0° C. to a stirred solution of S-[3-(dimethylamino)-2-methylpropyl]isothiourea dihydrochloride (60 g) in water (100 ml). The stirred mixture was heated at 95° C. for 2 hours and allowed to cool. The product was extracted into ether (4×70 ml), the combined extracts dried over sodium sulphate and the solvent removed in vacuo. The residual oil was dissolved in ether and the solution saturated with hydrogen chloride. The ...